From a dataset of the Open Reaction Database (ORD), a public repository of structured organic reaction records. describe an organic reaction: reactants, conditions, products, and yield Reactants: CC(C)(C)OC(=O)N1CCC(C(O)c2ccc(Br)cc2)CC1, Clc1cccc(Cl)n1, [H-], [Na+], CN(C)C=O. Product: CC(C)(C)OC(=O)N1CCC(C(Oc2cccc(Cl)n2)c2ccc(Br)cc2)CC1. Reaction SMILES: [C:1]([CH3:2])([CH3:3])([CH3:4])[O:5][C:6](=[O:7])[N:8]1[CH2:9][CH2:10][CH:11]([CH:14]([OH:15])[c:16]2[cH:17][cH:18][c:19]([Br:22])[cH:20][cH:21]2)[CH2:12][CH2:13]1.[Cl:25][c:26]1[n:27][c:28]([Cl:32])[cH:29][cH:30][cH:31]1.[H-:24].[Na+:23].[O:33]=[CH:34][N:35]([CH3:36])[CH3:37]>>[C:1]([CH3:2])([CH3:3])([CH3:4])[O:5][C:6](=[O:7])[N:8]1[CH2:9][CH2:10][CH:11]([CH:14]([O:15][c:28]2[n:27][c:26]([Cl:25])[cH:31][cH:30][cH:29]2)[c:16]2[cH:17][cH:18][c:19]([Br:22])[cH:20][cH:21]2)[CH2:12][CH2:13]1.